describe an organic reaction: reactants, conditions, products, and yield From a dataset of the Open Reaction Database (ORD), a public repository of structured organic reaction records. Starting materials: ClCCl, Cc1cc2c(-c3ccc(F)cc3)cc(=O)oc2cc1CO, O=[Mn]=O. Product: Cc1cc2c(-c3ccc(F)cc3)cc(=O)oc2cc1C=O. Reaction SMILES: [Cl:22][CH2:23][Cl:24].[F:1][c:2]1[cH:3][cH:4][c:5](-[c:8]2[cH:9][c:10](=[O:21])[o:11][c:12]3[cH:13][c:14]([CH2:19][OH:20])[c:15]([CH3:18])[cH:16][c:17]23)[cH:6][cH:7]1.[O:25]=[Mn:26]=[O:27]>>[F:1][c:2]1[cH:3][cH:4][c:5](-[c:8]2[cH:9][c:10](=[O:21])[o:11][c:12]3[cH:13][c:14]([CH:19]=[O:20])[c:15]([CH3:18])[cH:16][c:17]23)[cH:6][cH:7]1.